Dataset: the Open Reaction Database (ORD), a public repository of structured organic reaction records. Task: describe an organic reaction: reactants, conditions, products, and yield Reactants: BrC1=C(C=C(C=C1)C)S(=O)(=O)Cl (2-bromo-5-methylbenzenesulfonyl chloride), [F-].[K+] (KF). Solvent: O1CCOCC1 (dioxane), O (water), O (water). Run at temperature 45 celsius, time 48 hour. Product: BrC1=C(C=C(C=C1)C)S(=O)(=O)F (2-Bromo-5-methylbenzenesulfonyl fluoride). RXN SMILES: [Br:1][C:2]1[CH:7]=[CH:6][C:5]([CH3:8])=[CH:4][C:3]=1[S:9](Cl)(=[O:11])=[O:10].[F-:13].[K+]>O1CCOCC1.O>[Br:1][C:2]1[CH:7]=[CH:6][C:5]([CH3:8])=[CH:4][C:3]=1[S:9]([F:13])(=[O:11])=[O:10] |f:1.2|. Procedure details: 32 g of 2-bromo-5-methylbenzenesulfonyl chloride are dissolved in 75 ml of dioxane, and a solution of 20.6 g of KF in 20 ml of water is added. The mixture is stirred at 45° C. for 48 h, poured into 500 ml of water and stirred subsequently for 30 min, and finally the product is filtered off with suction. 24 g of a colorless solid. Starting materials: CC1=CC=C(C=C1)S(=O)(=O)OCC12COC(CC1)(CC2)C2=CC(=CC=C2)OC2=CC=CC=C2 ((1-(3-phenoxyphenyl)-2-oxabicyclo[2.2.2]octan-4-yl)methyl 4-methylbenzenesulfonate), BrC1=CC(=CC=C1)OC1=CC=CC=C1 (1-bromo-3-phenoxybenzene), CC=1SC=C(N1)C1=CC=CC=C1 (2-methyl-4-phenylthiazole). Yields the product CC1=CC=C(C=C1)S(=O)(=O)OCC12COC(CC1)(CC2)C2=C(N=C(S2)C)C2=CC=CC=C2 ((1-(2-Methyl-4-phenylthiazol-5-yl)-2-oxabicyclo[2.2.2]octan-4-yl)methyl 4-methylbenzenesulfonate). RXN SMILES: [CH3:1][C:2]1[CH:7]=[CH:6][C:5]([S:8]([O:11][CH2:12][C:13]23[CH2:20][CH2:19][C:16](C4C=CC=C(OC5C=CC=CC=5)C=4)([CH2:17][CH2:18]2)[O:15][CH2:14]3)(=[O:10])=[O:9])=[CH:4][CH:3]=1.BrC1C=CC=C(OC2C=CC=CC=2)C=1.[CH3:48][C:49]1[S:50][CH:51]=[C:52]([C:54]2[CH:59]=[CH:58][CH:57]=[CH:56][CH:55]=2)[N:53]=1>>[CH3:1][C:2]1[CH:7]=[CH:6][C:5]([S:8]([O:11][CH2:12][C:13]23[CH2:20][CH2:19][C:16]([C:51]4[S:50][C:49]([CH3:48])=[N:53][C:52]=4[C:54]4[CH:55]=[CH:56][CH:57]=[CH:58][CH:59]=4)([CH2:17][CH2:18]2)[O:15][CH2:14]3)(=[O:10])=[O:9])=[CH:4][CH:3]=1. Procedure: (1-(2-Methyl-4-phenylthiazol-5-yl)-2-oxabicyclo[2.2.2]octan-4-yl)methyl 4-methylbenzenesulfonate was prepared using a procedure analogous to (1-(3-phenoxyphenyl)-2-oxabicyclo[2.2.2]octan-4-yl)methyl 4-methylbenzenesulfonate except that 1-bromo-3-phenoxybenzene was replaced with 2-methyl-4-phenylthiazole. The title compound was obtained (0.125 g, 0.266 mmol, 62.1% yield) as a light yellowish oil. LCMS, [M+H]+=470.1. 1H NMR (500 MHz, CDCl3) δ 7.77-7.72 (m, 2H), 7.43-7.32 (m, 7H), 3.75 (s, 2H), 3.6... RXN SMILES: [CH3:49][CH2:50][O:51][CH2:52][CH3:53].[F:1][c:2]1[cH:3][cH:4][c:5](-[n:8]2[n:9][cH:10][c:11]3[cH:12][c:13]([CH:17]([C:18]([C:19](=[O:20])[O:21][CH3:22])([CH3:23])[CH3:24])[CH2:25][c:26]4[cH:27][cH:28][cH:29][cH:30][cH:31]4)[cH:14][cH:15][c:16]23)[cH:6][cH:7]1.[Li+:34].[O:54]1[CH2:55][CH2:56][O:57][CH2:58][CH2:59]1.[OH-:33].[OH2:32].[OH2:48].[OH:35][C:36]([CH2:37][C:38]([C:39](=[O:40])[OH:41])([CH2:42][C:43](=[O:44])[OH:45])[OH:46])=[O:47]>>[F:1][c:2]1[cH:3][cH:4][c:5](-[n:8]2[n:9][cH:10][c:11]3[cH:12][c:13]([CH:17]([C:18]([C:19](=[O:20])[OH:21])([CH3:23])[CH3:24])[CH2:25][c:26]4[cH:27][cH:28][cH:29][cH:30][cH:31]4)[cH:14][cH:15][c:16]23)[cH:6][cH:7]1. Product: CC(C)(C(=O)O)C(Cc1ccccc1)c1ccc2c(cnn2-c2ccc(F)cc2)c1. Starting materials: CCOCC, COC(=O)C(C)(C)C(Cc1ccccc1)c1ccc2c(cnn2-c2ccc(F)cc2)c1, [Li+], C1COCCO1, [OH-], O, O, O=C(O)CC(O)(CC(=O)O)C(=O)O. Reactants: CC1N(CCC2=CC(=CC=C12)NC(OC)=O)C (methyl (1,2-dimethyl-1,2,3,4-tetrahydro-isoquinolin-6-yl)-carbamate), Br (HBr). Solvent: C(C)(=O)O (acetic acid), C(C)(=O)O (acetic acid). Conditions: time 1.5 hour. The product is Br.NC=1C=C2CCN(C(C2=CC1)C)C (6-amino-1,2-dimethyl-1,2,3,4-tetrahydro-isoquinoline hydrobromide). Reaction SMILES: [CH3:1][CH:2]1[C:11]2[C:6](=[CH:7][C:8]([NH:12]C(=O)OC)=[CH:9][CH:10]=2)[CH2:5][CH2:4][N:3]1[CH3:17].[BrH:18]>C(O)(=O)C>[BrH:18].[NH2:12][C:8]1[CH:7]=[C:6]2[C:11](=[CH:10][CH:9]=1)[CH:2]([CH3:1])[N:3]([CH3:17])[CH2:4][CH2:5]2 |f:3.4|. Procedure details: A mixture of 110 mg (0.47 mmol) methyl (1,2-dimethyl-1,2,3,4-tetrahydro-isoquinolin-6-yl)-carbamate, 2.0 MI 33% HBr in glacial acetic acid and 2.0 ml glacial acetic acid are heated to boiling for 1.5 h. Then the mixture is concentrated in vacuo, mixed with water and the aqueous phase is separated off and freeze-dried. Starting materials: S1C2=C(C=C1NS(=O)(=O)CC)C=CC=C2 (ethanesulfonic acid benzo[b]thiophen-2-ylamide), O (water), [Sn](Cl)(Cl)(Cl)Cl (Tin (IV) chloride), C(C)(=O)Cl (acetyl chloride). The solvent is ClCCl (dichloromethane), ClCCl (dichloromethane). Conditions: time 5 minute. The product is C(C)(=O)C=1C2=C(SC1NS(=O)(=O)CC)C=CC=C2 (N-(3-acetyl-benzo[b]thiophen-2-yl)-ethanesulfonamide). Reaction SMILES: [Sn](Cl)(Cl)(Cl)Cl.[C:6](Cl)(=[O:8])[CH3:7].[S:10]1[C:14]([NH:15][S:16]([CH2:19][CH3:20])(=[O:18])=[O:17])=[CH:13][C:12]2[CH:21]=[CH:22][CH:23]=[CH:24][C:11]1=2.O>ClCCl>[C:6]([C:13]1[C:12]2[CH:21]=[CH:22][CH:23]=[CH:24][C:11]=2[S:10][C:14]=1[NH:15][S:16]([CH2:19][CH3:20])(=[O:18])=[O:17])(=[O:8])[CH3:7]. Procedure: Tin (IV) chloride (173 μL, 1.48 mmol) was added to a solution of acetyl chloride (124 μL, 1.75 mmol) in dichloromethane (10 mL), at 0° C., and the resulting solution was stirred for 5 min. To the resulting mixture was then added a solution of ethanesulfonic acid benzo[b]thiophen-2-ylamide (325 mg, 1.35 mmol) in dichloromethane (2 mL) at 0° C. The resulting solution was allowed to warm to ambient temperature and then stirred overnight. The resulting solution was treated with water (10 mL), the or... The reactants are NC=1C=C(C=CC1)C1NC2=CC=C(C=C2C(C1)(C)C)C#N (2-(3-amino-phenyl)-4,4-dimethyl-1,2,3,4-tetrahydro-quinoline-6-carbonitrile), N1=CC=CC=C1 (pyridine), FC1=C(C=CC=C1)S(=O)(=O)Cl (2-fluoro-benzenesulfonyl chloride), resultant mixture. The solvent is ClCCl (dichloromethane). Reaction conditions: time 8 hour. Product: C(#N)C=1C=C2C(CC(NC2=CC1)C=1C=C(C=CC1)NS(=O)(=O)C1=C(C=CC=C1)F)(C)C (N-[3-(6-cyano-4,4-dimethyl-1,2,3,4-tetrahydro-quinolin-2-yl)-phenyl]-2-fluoro-benzenesulfonamide). Isolated yield 42.5%. Reaction SMILES: [F:1][C:2]1[CH:7]=[CH:6][CH:5]=[CH:4][C:3]=1[S:8](Cl)(=[O:10])=[O:9].[NH2:12][C:13]1[CH:14]=[C:15]([CH:19]2[CH2:28][C:27]([CH3:30])([CH3:29])[C:26]3[C:21](=[CH:22][CH:23]=[C:24]([C:31]#[N:32])[CH:25]=3)[NH:20]2)[CH:16]=[CH:17][CH:18]=1.N1C=CC=CC=1>ClCCl>[C:31]([C:24]1[CH:25]=[C:26]2[C:21](=[CH:22][CH:23]=1)[NH:20][CH:19]([C:15]1[CH:14]=[C:13]([NH:12][S:8]([C:3]3[CH:4]=[CH:5][CH:6]=[CH:7][C:2]=3[F:1])(=[O:10])=[O:9])[CH:18]=[CH:17][CH:16]=1)[CH2:28][C:27]2([CH3:30])[CH3:29])#[N:32]. Reported procedure: To a round bottom flask, 2-fluoro-benzenesulfonyl chloride (116 mg, 0.59 mmol) was added dropwise a mixture of 2-(3-amino-phenyl)-4,4-dimethyl-1,2,3,4-tetrahydro-quinoline-6-carbonitrile (150 mg, 0.54 mmol) and pyridine (65 mg, 0.81 mmol) in dichloromethane (5 mL). The resultant mixture was allowed to stir overnight. The reaction mixture was washed by water, dried over magnesium sulfate. It was filtered and concentrated to provide the crude product. It was purified by column chromatography (sili... Reactants: CCO, N, c1cc(OCC2CO2)c2cnsc2c1. Yields the product NCC(O)COc1cccc2sncc12. Reaction SMILES: [CH3:16][CH2:17][OH:18].[NH3:15].[s:1]1[n:2][cH:3][c:4]2[c:5]1[cH:6][cH:7][cH:8][c:9]2[O:10][CH2:11][CH:12]1[CH2:13][O:14]1>>[s:1]1[n:2][cH:3][c:4]2[c:5]1[cH:6][cH:7][cH:8][c:9]2[O:10][CH2:11][CH:12]([CH2:13][NH2:15])[OH:14].